This data is from the Open Reaction Database (ORD), a public repository of structured organic reaction records. The task is: describe an organic reaction: reactants, conditions, products, and yield The reactants are ClC=1C2=C(N=CN1)SC1=C2CCC(C1)C(=O)N(C)C ((RS)-4-chloro-N,N-dimethyl-5,6,7,8-tetrahydro[1]benzothieno[2,3-d]pyrimidine-7-carboxamide), NC1=CC2=C(NC(S2)=O)C=C1OC (6-amino-5-methoxy-1,3-benzothiazol-2(3H)-one). The product is COC=1C(=CC2=C(NC(S2)=O)C1)NC=1C2=C(N=CN1)SC1=C2CCC(C1)C(=O)N(C)C ((RS)-4-[(5-methoxy-2-oxo-2,3-dihydro-1,3-benzothiazol-6-yl)amino]-N,N-dimethyl-5,6,7,8-tetrahydro[1]benzothieno[2,3-d]pyrimidine-7-carboxamide). As a reaction SMILES: Cl[C:2]1[C:3]2[C:10]3[CH2:11][CH2:12][CH:13]([C:15]([N:17]([CH3:19])[CH3:18])=[O:16])[CH2:14][C:9]=3[S:8][C:4]=2[N:5]=[CH:6][N:7]=1.[NH2:20][C:21]1[C:30]([O:31][CH3:32])=[CH:29][C:24]2[NH:25][C:26](=[O:28])[S:27][C:23]=2[CH:22]=1>>[CH3:32][O:31][C:30]1[C:21]([NH:20][C:2]2[C:3]3[C:10]4[CH2:11][CH2:12][CH:13]([C:15]([N:17]([CH3:19])[CH3:18])=[O:16])[CH2:14][C:9]=4[S:8][C:4]=3[N:5]=[CH:6][N:7]=2)=[CH:22][C:23]2[S:27][C:26](=[O:28])[NH:25][C:24]=2[CH:29]=1. Procedure: 30 mg (101 μmol) (RS)-4-chloro-N,N-dimethyl-5,6,7,8-tetrahydro[1]benzothieno[2,3-d]pyrimidine-7-carboxamide (prepared according to intermediate example 85a) were transformed in analogy to example 1 using 6-amino-5-methoxy-1,3-benzothiazol-2(3H)-one to give after working up and purification 5.8 mg (12%) of the title compound. The reactants are C(C)(=O)OC1=CC(=C2C(NC=NC2=C1)=O)OC1CCOCC1 (7-acetoxy-5-tetrahydropyran-4-yloxy-3,4-dihydroquinazolin-4-one), C(C)(C)N(CC)C(C)C (diisopropylethylamine), P(=O)(Cl)(Cl)Cl (phosphoryl chloride). Run in ClCCCl (1,2-dichloroethane). Run at temperature 80 celsius. Product: C(C)(=O)OC1=CC(=C2C(=NC=NC2=C1)Cl)OC1CCOCC1 (7-acetoxy-4-chloro-5-tetrahydropyran-4-yloxyquinazoline). As a reaction SMILES: [C:1]([O:4][C:5]1[CH:14]=[C:13]2[C:8]([C:9](=O)[NH:10][CH:11]=[N:12]2)=[C:7]([O:16][CH:17]2[CH2:22][CH2:21][O:20][CH2:19][CH2:18]2)[CH:6]=1)(=[O:3])[CH3:2].C(N(C(C)C)CC)(C)C.P(Cl)(Cl)([Cl:34])=O>ClCCCl>[C:1]([O:4][C:5]1[CH:14]=[C:13]2[C:8]([C:9]([Cl:34])=[N:10][CH:11]=[N:12]2)=[C:7]([O:16][CH:17]2[CH2:22][CH2:21][O:20][CH2:19][CH2:18]2)[CH:6]=1)(=[O:3])[CH3:2]. Reported procedure: A mixture of 7-acetoxy-5-tetrahydropyran-4-yloxy-3,4-dihydroquinazolin-4-one (3.04 g), diisopropylethylamine (4.34 ml), phosphoryl chloride (1.02 ml) and 1,2-dichloroethane (60 ml) was stirred and heated to 80° C. for 2 hours. The mixture was evaporated to give 7-acetoxy-4-chloro-5-tetrahydropyran-4-yloxyquinazoline which was used without further purification. The product is O=C(Cc1ccccc1)NCC1CN(CCCc2ccc(Cl)c(Cl)c2)CCO1. Reactants: CN1CCCC1=O, NCC1CN(CCCc2ccc(Cl)c(Cl)c2)CCO1, O=C(O)Cc1ccccc1. As a reaction SMILES: [CH3:30][N:31]1[CH2:32][CH2:33][CH2:34][C:35]1=[O:36].[Cl:1][c:2]1[cH:3][c:4]([CH2:9][CH2:10][CH2:11][N:12]2[CH2:13][CH:14]([CH2:18][NH2:19])[O:15][CH2:16][CH2:17]2)[cH:5][cH:6][c:7]1[Cl:8].[OH:20][C:21](=[O:22])[CH2:23][c:24]1[cH:25][cH:26][cH:27][cH:28][cH:29]1>>[Cl:1][c:2]1[cH:3][c:4]([CH2:9][CH2:10][CH2:11][N:12]2[CH2:13][CH:14]([CH2:18][NH:19][C:21](=[O:20])[CH2:23][c:24]3[cH:25][cH:26][cH:27][cH:28][cH:29]3)[O:15][CH2:16][CH2:17]2)[cH:5][cH:6][c:7]1[Cl:8]. Starting materials: CC(=O)O, CO, O=C[O-], [NH4+], OC(c1cccnc1)C1CCN(CC23CC(c4ccccc42)c2ccccc23)CC1. Product: c1cncc(CC2CCN(CC34CC(c5ccccc53)c3ccccc34)CC2)c1. As a reaction SMILES: [C:1]([OH:2])(=[O:3])[CH3:4].[CH3:39][OH:40].[CH:35]([O-:36])=[O:37].[NH4+:38].[cH:5]1[cH:6][cH:7][cH:8][c:9]2[c:18]1[C:17]1([CH2:20][N:21]3[CH2:22][CH2:23][CH:24]([CH:27]([OH:28])[c:29]4[cH:30][n:31][cH:32][cH:33][cH:34]4)[CH2:25][CH2:26]3)[c:16]3[c:11]([cH:12][cH:13][cH:14][cH:15]3)[CH:10]2[CH2:19]1>>[cH:5]1[cH:6][cH:7][cH:8][c:9]2[c:18]1[C:17]1([CH2:20][N:21]3[CH2:22][CH2:23][CH:24]([CH2:27][c:29]4[cH:30][n:31][cH:32][cH:33][cH:34]4)[CH2:25][CH2:26]3)[c:16]3[c:11]([cH:12][cH:13][cH:14][cH:15]3)[CH:10]2[CH2:19]1. The reactants are [H-].[Li+].[Al+3].[H-].[H-].[H-] (aluminum lithium hydride), C(#N)C1=C(C=C(C=C1C)C(=O)OCC)C (ethyl 4-cyanomesitylenate). The solvent is O1CCCC1 (tetrahydrofuran), O1CCCC1 (tetrahydrofuran), O (water), O1CCCC1 (tetrahydrofuran). Conditions: time 30 minute. Product: NCC1=C(C=C(CO)C=C1C)C (4-Aminomethyl-3,5-dimethylbenzyl Alcohol). Isolated yield 233.3%. Reaction SMILES: [H-].[Li+].[Al+3].[H-].[H-].[H-].[C:7]([C:9]1[C:14]([CH3:15])=[CH:13][C:12]([C:16](OCC)=[O:17])=[CH:11][C:10]=1[CH3:21])#[N:8]>O1CCCC1.O>[NH2:8][CH2:7][C:9]1[C:14]([CH3:15])=[CH:13][C:12]([CH2:16][OH:17])=[CH:11][C:10]=1[CH3:21] |f:0.1.2.3.4.5|. Procedure: To a solution of aluminum lithium hydride (2.1 g) in tetrahydrofuran (20 ml) was added a solution of ethyl 4-cyanomesitylenate (2.9 g) in tetrahydrofuran (30 ml) at 0° C. and the mixture was refluxed under heating for 6 hr. To this reaction mixture was added 50% (v/v) tetrahydrofuran in water under ice-cooling. This mixture was stirred at room temperature for 30 min and the catalyst was filtered off using Celite. The solvent was evaporated and the obtained residue was recrystallized from methano... Starting materials: [BH3-]C#N, O=C(O)C(=O)CCc1ccccc1, NC1CCc2ccccc2N(CC(=O)OCc2ccccc2)C1=O, CO, Cl, [Na+]. The product is O=C(CN1C(=O)C(NC(CCc2ccccc2)C(=O)O)CCc2ccccc21)OCc1ccccc1. RXN SMILES: [C:1]([BH3-:2])#[N:3].[CH2:29]([c:30]1[cH:31][cH:32][cH:33][cH:34][cH:35]1)[CH2:36][C:37]([C:38](=[O:39])[OH:40])=[O:41].[CH2:5]([c:6]1[cH:7][cH:8][cH:9][cH:10][cH:11]1)[O:12][C:13](=[O:14])[CH2:15][N:16]1[C:17](=[O:28])[CH:18]([NH2:27])[CH2:19][CH2:20][c:21]2[c:22]1[cH:23][cH:24][cH:25][cH:26]2.[CH3:43][OH:44].[ClH:42].[Na+:4]>>[CH2:5]([c:6]1[cH:7][cH:8][cH:9][cH:10][cH:11]1)[O:12][C:13](=[O:14])[CH2:15][N:16]1[C:17](=[O:28])[CH:18]([NH:27][CH:37]([CH2:36][CH2:29][c:30]2[cH:31][cH:32][cH:33][cH:34][cH:35]2)[C:38](=[O:39])[OH:40])[CH2:19][CH2:20][c:21]2[c:22]1[cH:23][cH:24][cH:25][cH:26]2. Procedure: Prepared by way of method III using 18-hydroxy-14-tert-butoxycarbonylamino-4-cyclopropylsulfonylaminocarbonyl-2,15-dioxo-3,16-diaza-12-oxatricyclo[14.3.0.04,6]-nonadec-7-ene (100 mg, 0.175 mmol) and 2-phenoxyphenyl isocyanate (94 mg, 0.53 mmol). The final trituration (diethyl ether/hexane) and filtration gave 21 mg (15%) of 18-(2-phenoxyphenylaminocarbonyloxy)-14-tert-butoxycarbonylamino-4-cyclopropylsulfonylaminocarbonyl-2,15-dioxo-3,16-diaza-12-oxatricyclo-[14.3.0.04,6]-nonadec-7-ene as a whit... Reactants: OC1CN2C(C(COCCCC=CC3CC3(NC(C2C1)=O)C(=O)NS(=O)(=O)C1CC1)NC(=O)OC(C)(C)C)=O (18-hydroxy-14-tert-butoxycarbonylamino-4-cyclopropylsulfonylaminocarbonyl-2,15-dioxo-3,16-diaza-12-oxatricyclo[14.3.0.04,6]-nonadec-7-ene), O(C1=CC=CC=C1)C1=C(C=CC=C1)N=C=O (2-phenoxyphenyl isocyanate). Isolated yield 15.3%. Product: O(C1=CC=CC=C1)C1=C(C=CC=C1)NC(=O)OC1CN2C(C(COCCCC=CC3CC3(NC(C2C1)=O)C(=O)NS(=O)(=O)C1CC1)NC(=O)OC(C)(C)C)=O (18-(2-phenoxyphenylaminocarbonyloxy)-14-tert-butoxycarbonylamino-4-cyclopropylsulfonylaminocarbonyl-2,15-dioxo-3,16-diaza-12-oxatricyclo-[14.3.0.04,6]-nonadec-7-ene). Reaction SMILES: [OH:1][CH:2]1[CH2:20][CH:19]2[N:4]([C:5](=[O:39])[CH:6]([NH:31][C:32]([O:34][C:35]([CH3:38])([CH3:37])[CH3:36])=[O:33])[CH2:7][O:8][CH2:9][CH2:10][CH2:11][CH:12]=[CH:13][CH:14]3[C:16]([C:22]([NH:24][S:25]([CH:28]4[CH2:30][CH2:29]4)(=[O:27])=[O:26])=[O:23])([NH:17][C:18]2=[O:21])[CH2:15]3)[CH2:3]1.[O:40]([C:47]1[CH:52]=[CH:51][CH:50]=[CH:49][C:48]=1[N:53]=[C:54]=[O:55])[C:41]1[CH:46]=[CH:45][CH:44]=[CH:43][CH:42]=1>>[O:40]([C:47]1[CH:52]=[CH:51][CH:50]=[CH:49][C:48]=1[NH:53][C:54]([O:1][CH:2]1[CH2:20][CH:19]2[N:4]([C:5](=[O:39])[CH:6]([NH:31][C:32]([O:34][C:35]([CH3:36])([CH3:38])[CH3:37])=[O:33])[CH2:7][O:8][CH2:9][CH2:10][CH2:11][CH:12]=[CH:13][CH:14]3[C:16]([C:22]([NH:24][S:25]([CH:28]4[CH2:29][CH2:30]4)(=[O:26])=[O:27])=[O:23])([NH:17][C:18]2=[O:21])[CH2:15]3)[CH2:3]1)=[O:55])[C:41]1[CH:42]=[CH:43][CH:44]=[CH:45][CH:46]=1. Reactants: CN1[C@H](CN(CC1)C)CO (1,4-dimethyl-(R)-2-hydroxymethyl piperazine), CN1[C@H](CN(CC1)C)CO (1,4-dimethyl-(R)-2-hydroxymethyl piperazine), [H-].[Na+] (Sodium hydride), C1(=CC=CC=C1)N1CCN(CC1)C(=O)OC1=CC=C(C=C1)[N+](=O)[O-] (4-nitrophenyl 4-phenylpiperazine-1-carboxylate), C1(=CC=CC=C1)N1CCN(CC1)C(=O)OC1=CC=C(C=C1)[N+](=O)[O-] (4-nitrophenyl 4-phenylpiperazine-1-carboxylate). Solvent: C1CCOC1 (THF), C1CCOC1 (THF), CCCCCCC (heptane). Conditions: temperature 0 celsius, time 16 hour. The product is C1(=CC=CC=C1)N1CCN(CC1)C(=O)OC[C@@H]1N(CCN(C1)C)C ([(2R)-1,4-dimethylpiperazin-2-yl]methyl 4-phenylpiperazine-1-carboxylate). Yield: 61.1%. As a reaction SMILES: [H-].[Na+].[CH3:3][N:4]1[CH2:9][CH2:8][N:7]([CH3:10])[CH2:6][C@@H:5]1[CH2:11][OH:12].[C:13]1([N:19]2[CH2:24][CH2:23][N:22]([C:25](OC3C=CC([N+]([O-])=O)=CC=3)=[O:26])[CH2:21][CH2:20]2)[CH:18]=[CH:17][CH:16]=[CH:15][CH:14]=1>CCCCCCC.C1COCC1>[C:13]1([N:19]2[CH2:20][CH2:21][N:22]([C:25]([O:12][CH2:11][C@H:5]3[CH2:6][N:7]([CH3:10])[CH2:8][CH2:9][N:4]3[CH3:3])=[O:26])[CH2:23][CH2:24]2)[CH:14]=[CH:15][CH:16]=[CH:17][CH:18]=1 |f:0.1|. Reported procedure: Sodium hydride (1.14 g, 60% dispersion in mineral oil, 28.6 mmol) was suspended in heptane (10 mL) under an argon atmosphere. The heptane was decanted off, and the flask was charged with THF (20 mL) and cooled to 0° C. A solution of 1,4-dimethyl-(R)-2-hydroxymethyl piperazine (Intermediate 4; 1.38 g, 9.5 mmol) in THF (20 mL) was added drop-wise, followed by a solution of the 4-nitrophenyl 4-phenylpiperazine-1-carboxylate (Intermediate 2; 4.06 g, 12.4 mmol) in THF (20 mL). The reaction mixture wa... Starting materials: ClC1=C(N)C(=CC=C1Cl)[N+](=O)[O-] (2,3-dichloro-6-nitroaniline), C1(=CC=CC=C1)[S-].[Na+] (sodium thiophenolate). Solvent: C(C)#N (acetonitrile). Yields the product ClC1=C(N)C(=CC=C1SC1=CC=CC=C1)[N+](=O)[O-] (2-Chloro-3-phenylthio-6-nitroaniline). As a reaction SMILES: [Cl:1][C:2]1[C:8](Cl)=[CH:7][CH:6]=[C:5]([N+:10]([O-:12])=[O:11])[C:3]=1[NH2:4].[C:13]1([S-:19])[CH:18]=[CH:17][CH:16]=[CH:15][CH:14]=1.[Na+]>C(#N)C>[Cl:1][C:2]1[C:8]([S:19][C:13]2[CH:18]=[CH:17][CH:16]=[CH:15][CH:14]=2)=[CH:7][CH:6]=[C:5]([N+:10]([O-:12])=[O:11])[C:3]=1[NH2:4] |f:1.2|. Reported procedure: A mixture of 103.5 gm of 2,3-dichloro-6-nitroaniline (0.5 mol) and 72.5 gm of sodium thiophenolate (0.55 mol) was dissolved in 800 ml of acetonitrile, and the solution was refluxed for 5 hours. The mixture was then processed according to the procedure set forth in Example 22 (b)(i). The yield was 108 gm of ochre-coloured, crystalline product (77% of theory), m.p. 144°-146° C.